This data is from the Open Reaction Database (ORD), a public repository of structured organic reaction records. The task is: describe an organic reaction: reactants, conditions, products, and yield Starting materials: ClC1=CC(=C(C=C1)OC)NC(=O)C1CCNCC1 (4-Chloro-2-(piperidine-4-carboxamido)anisole), [OH-].[Na+] (sodium hydroxide), [N+](=O)(O)[O-] (nitric acid), ice. Solvent: C(C)(=O)O (acetic acid), S(O)(O)(=O)=O (sulphuric acid). Reaction conditions: time 2 hour. Product: ClC1=CC(=C(C=C1[N+](=O)[O-])OC)NC(=O)C1CCNCC1 (4-chloro-5-nitro-2-(piperidine-4-carboxamido)anisole). RXN SMILES: [Cl:1][C:2]1[CH:7]=[CH:6][C:5]([O:8][CH3:9])=[C:4]([NH:10][C:11]([CH:13]2[CH2:18][CH2:17][NH:16][CH2:15][CH2:14]2)=[O:12])[CH:3]=1.[N+:19]([O-])([OH:21])=[O:20].[OH-].[Na+]>C(O)(=O)C.S(=O)(=O)(O)O>[Cl:1][C:2]1[C:7]([N+:19]([O-:21])=[O:20])=[CH:6][C:5]([O:8][CH3:9])=[C:4]([NH:10][C:11]([CH:13]2[CH2:14][CH2:15][NH:16][CH2:17][CH2:18]2)=[O:12])[CH:3]=1 |f:2.3|. Procedure details: 4-Chloro-2-(piperidine-4-carboxamido)anisole (10.4 g) was dissolved in a mixture of acetic acid (100 ml) and concentrated sulphuric acid (5 ml). Fuming nitric acid (2.1 ml) was added dropwise, keeping the temperature below 30°. The solution was stirred at room temperature for 2 hr, poured onto crushed ice (ca 500 ml) and basified with 40% sodium hydroxide. The mixture was extracted with ethyl acetate (2×250 ml), the extracts dried (K2CO3) and solvent removed at the pump. The brown residue was cr... The reactants are C(C=C)N(S(=O)(=O)C1=C(C=CC=C1)[N+](=O)[O-])[C@@H](CN(C(=O)OC(C)(C)C)CC=C)C ((R)—N-allyl-N-[1-{allyl(tert-butoxycarbonyl)amino}propan-2-yl]-2-nitrobenzenesulfonamide). The reagents and catalysts are Ru. Solvent: ClCCl (dichloromethane). Reaction conditions: time 16 hour. Product: C(C)(C)(C)OC(=O)N1C[C@H](N(C\C=C/C1)S(=O)(=O)C1=C(C=CC=C1)[N+](=O)[O-])C ((R,Z)-4-tert-butoxycarbonyl-2-methyl-1-(2-nitrophenylsulfonyl)-1,2,3,4,5,8-hexahydro-1,4-diazocine). The yield is 97.1%. As a reaction SMILES: [CH2:1]([N:4]([C@H:17]([CH3:30])[CH2:18][N:19]([CH2:27][CH:28]=[CH2:29])[C:20]([O:22][C:23]([CH3:26])([CH3:25])[CH3:24])=[O:21])[S:5]([C:8]1[CH:13]=[CH:12][CH:11]=[CH:10][C:9]=1[N+:14]([O-:16])=[O:15])(=[O:7])=[O:6])C=C>ClCCl>[C:23]([O:22][C:20]([N:19]1[CH2:27][CH:28]=[CH:29][CH2:1][N:4]([S:5]([C:8]2[CH:13]=[CH:12][CH:11]=[CH:10][C:9]=2[N+:14]([O-:16])=[O:15])(=[O:6])=[O:7])[C@H:17]([CH3:30])[CH2:18]1)=[O:21])([CH3:26])([CH3:24])[CH3:25]. Procedure: 550 mg of the compound obtained in Step 3 and 21 mg of Ru catalyst were dissolved in 30 mL of dichloromethane and heated to reflux with stirring in an argon atmosphere. After 16 hours, the reaction solution was cooled to room temperature and concentrated, and the obtained crude product was purified by silica gel column chromatography (ethyl acetate:hexane=1:2) to obtain 500 mg of the compound of interest as a colorless crystal (97%). The reactants are C=O, CN(N)C(=O)Nc1nnc(C2CCCCC2)s1, CO, [K+], [OH-]. The product is CN1NCN(c2nnc(C3CCCCC3)s2)C1=O. As a reaction SMILES: [CH2:18]=[O:19].[CH3:1][N:2]([NH2:3])[C:4](=[O:5])[NH:6][c:7]1[s:8][c:9]([CH:12]2[CH2:13][CH2:14][CH2:15][CH2:16][CH2:17]2)[n:10][n:11]1.[CH3:22][OH:23].[K+:21].[OH-:20]>>[CH3:1][N:2]1[NH:3][CH2:18][N:6]([c:7]2[s:8][c:9]([CH:12]3[CH2:13][CH2:14][CH2:15][CH2:16][CH2:17]3)[n:10][n:11]2)[C:4]1=[O:5]. The reactants are C1(CCCC1)C[C@@H](C(=O)O)CN(OCC1=CC=CC=C1)C=O ((2R)-3-Cyclopentyl-2-({formyl[(phenylmethyl)oxy]amino}methyl)propanoic acid), C[C@@H]1CN(CCN1C)C1=NC(=NC(=C1F)NN)C (4-[(3R)-3,4-dimethyl-1-piperazinyl]-5-fluoro-6-hydrazino-2-methylpyrimidine), CN1CCOCC1 (NMM), C1=CC2=C(N=C1)N(N=N2)O (HOAt), C(CCl)Cl (EDC). Solvent: CN(C)C=O (DMF). Yields the product C1(CCCC1)C[C@H](CN(C=O)OCC1=CC=CC=C1)C(=O)NNC1=NC(=NC(=C1F)N1C[C@H](N(CC1)C)C)C ([(2R)-2-(cyclopentylmethyl)-3-(2-{6-[(3R)-3,4-dimethyl-1-piperazinyl]-5-fluoro-2-methyl-4-pyrimidinyl}hydrazino)-3-oxopropyl][(phenylmethyl)oxy]formamide). Isolated yield 50.5%. RXN SMILES: [CH:1]1([CH2:6][C@H:7]([CH2:11][N:12]([CH:21]=[O:22])[O:13][CH2:14][C:15]2[CH:20]=[CH:19][CH:18]=[CH:17][CH:16]=2)[C:8]([OH:10])=O)[CH2:5][CH2:4][CH2:3][CH2:2]1.[CH3:23][C@H:24]1[N:29]([CH3:30])[CH2:28][CH2:27][N:26]([C:31]2[C:36]([F:37])=[C:35]([NH:38][NH2:39])[N:34]=[C:33]([CH3:40])[N:32]=2)[CH2:25]1.CN1CCOCC1.C1C=NC2N(O)N=NC=2C=1.C(Cl)CCl>CN(C=O)C>[CH:1]1([CH2:6][C@@H:7]([C:8]([NH:39][NH:38][C:35]2[C:36]([F:37])=[C:31]([N:26]3[CH2:27][CH2:28][N:29]([CH3:30])[C@H:24]([CH3:23])[CH2:25]3)[N:32]=[C:33]([CH3:40])[N:34]=2)=[O:10])[CH2:11][N:12]([O:13][CH2:14][C:15]2[CH:20]=[CH:19][CH:18]=[CH:17][CH:16]=2)[CH:21]=[O:22])[CH2:2][CH2:3][CH2:4][CH2:5]1. Reported procedure: (2R)-3-Cyclopentyl-2-({formyl[(phenylmethyl)oxy]amino}methyl)propanoic acid (0.079 g, 0.30 mmol), 4-[(3R)-3,4-dimethyl-1-piperazinyl]-5-fluoro-6-hydrazino-2-methylpyrimidine (0.079 g, 0.31 mmol), NMM (0.10 mL, 0.90 mmol), HOAt (0.042 g, 0.31 mmol), and EDC (0.059 g, 0.31 mmol) were dissolved in DMF (4 mL) and treated in a manner similar to General Procedure A, Part B, to provide [(2R)-2-(cyclopentylmethyl)-3-(2-{6-[(3R)-3,4-dimethyl-1-piperazinyl]-5-fluoro-2-methyl-4-pyrimidinyl}hydrazino)-3-oxo... The reactants are CC1OC(O)C(OCc2ccccc2)C(OCc2ccccc2)C1OCc1ccccc1, ClCCl, FB(F)F, O=P([O-])(OCc1ccccc1)OCc1ccccc1. The product is CC1OC(OP(=O)(OCc2ccccc2)OCc2ccccc2)C(OCc2ccccc2)C(OCc2ccccc2)C1OCc1ccccc1. RXN SMILES: [CH2:1]([c:2]1[cH:3][cH:4][cH:5][cH:6][cH:7]1)[O:8][CH:9]1[CH:10]([OH:11])[O:12][CH:13]([CH3:32])[CH:14]([O:24][CH2:25][c:26]2[cH:27][cH:28][cH:29][cH:30][cH:31]2)[CH:15]1[O:16][CH2:17][c:18]1[cH:19][cH:20][cH:21][cH:22][cH:23]1.[Cl:56][CH2:57][Cl:58].[F:52][B:53]([F:54])[F:55].[P:33](=[O:34])([O:35][CH2:36][c:37]1[cH:38][cH:39][cH:40][cH:41][cH:42]1)([O:43][CH2:44][c:45]1[cH:46][cH:47][cH:48][cH:49][cH:50]1)[O-:51]>>[CH2:1]([c:2]1[cH:3][cH:4][cH:5][cH:6][cH:7]1)[O:8][CH:9]1[CH:10]([O:11][P:33](=[O:34])([O:35][CH2:36][c:37]2[cH:38][cH:39][cH:40][cH:41][cH:42]2)[O:43][CH2:44][c:45]2[cH:46][cH:47][cH:48][cH:49][cH:50]2)[O:12][CH:13]([CH3:32])[CH:14]([O:24][CH2:25][c:26]2[cH:27][cH:28][cH:29][cH:30][cH:31]2)[CH:15]1[O:16][CH2:17][c:18]1[cH:19][cH:20][cH:21][cH:22][cH:23]1. Starting materials: [BH4-], O=C([O-])O, CCn1c(C(C)=O)cnc1Oc1ccc(C)cc1, CCn1ccnc1Oc1ccc(C)cc1, C1CCOC1, [Li]CCCC, CO, CC(=O)OC(C)=O, [Na+], [Na+]. RXN SMILES: [BH4-:46].[C:53](=[O:54])([OH:55])[O-:56].[CH2:13]([CH3:14])[n:15]1[c:16]([O:23][c:24]2[cH:25][cH:26][c:27]([CH3:30])[cH:28][cH:29]2)[n:17][cH:18][c:19]1[C:20]([CH3:21])=[O:22].[CH2:31]([n:32]1[cH:33][cH:34][n:35][c:36]1[O:37][c:38]1[cH:39][cH:40][c:41]([CH3:42])[cH:43][cH:44]1)[CH3:45].[CH2:48]1[O:49][CH2:50][CH2:51][CH2:52]1.[CH3:1][CH2:2][CH2:3][CH2:4][Li:5].[CH3:58][OH:59].[CH3:6][C:7]([O:8][C:9]([CH3:10])=[O:11])=[O:12].[Na+:47].[Na+:57]>>[CH2:13]([CH3:14])[n:15]1[c:16]([O:23][c:24]2[cH:25][cH:26][c:27]([CH3:30])[cH:28][cH:29]2)[n:17][cH:18][c:19]1[CH:20]([CH3:21])[OH:22]. The product is CCn1c(C(C)O)cnc1Oc1ccc(C)cc1. Starting materials: ClC1=NC(=C(N=C1CC)C1=C(C=C(C=C1)OC)OC)CC (2-chloro-5-(2,4-dimethoxy-phenyl)-3,6-diethyl-pyrazine), CC1=C(C=C(C=C1)C)B(O)O (2,5-dimethylphenylboronic acid), C([O-])([O-])=O.[K+].[K+] (potassium carbonate). The reagents and catalysts are C=1C=CC(=CC1)[P](C=2C=CC=CC2)(C=3C=CC=CC3)[Pd]([P](C=4C=CC=CC4)(C=5C=CC=CC5)C=6C=CC=CC6)([P](C=7C=CC=CC7)(C=8C=CC=CC8)C=9C=CC=CC9)[P](C=1C=CC=CC1)(C=1C=CC=CC1)C=1C=CC=CC1 (tetrakis(triphenylphosphine)palladium(0)). Solvent: C1(=CC=CC=C1)C (toluene). Conditions: temperature 80 celsius. Product: COC1=C(C=CC(=C1)OC)C1=NC(=C(N=C1CC)C1=C(C=CC(=C1)C)C)CC (2-(2,4-Dimethoxy-phenyl)-5-(2,5-dimethyl-phenyl)-3,6-diethyl-pyrazine). Reaction SMILES: Cl[C:2]1[C:7]([CH2:8][CH3:9])=[N:6][C:5]([C:10]2[CH:15]=[CH:14][C:13]([O:16][CH3:17])=[CH:12][C:11]=2[O:18][CH3:19])=[C:4]([CH2:20][CH3:21])[N:3]=1.[CH3:22][C:23]1[CH:28]=[CH:27][C:26]([CH3:29])=[CH:25][C:24]=1B(O)O.C(=O)([O-])[O-].[K+].[K+]>C1C=CC([P]([Pd]([P](C2C=CC=CC=2)(C2C=CC=CC=2)C2C=CC=CC=2)([P](C2C=CC=CC=2)(C2C=CC=CC=2)C2C=CC=CC=2)[P](C2C=CC=CC=2)(C2C=CC=CC=2)C2C=CC=CC=2)(C2C=CC=CC=2)C2C=CC=CC=2)=CC=1.C1(C)C=CC=CC=1>[CH3:19][O:18][C:11]1[CH:12]=[C:13]([O:16][CH3:17])[CH:14]=[CH:15][C:10]=1[C:5]1[C:4]([CH2:20][CH3:21])=[N:3][C:2]([C:24]2[CH:25]=[C:26]([CH3:29])[CH:27]=[CH:28][C:23]=2[CH3:22])=[C:7]([CH2:8][CH3:9])[N:6]=1 |f:2.3.4,^1:42,44,63,82|. Reported procedure: The product from step 3 (90 mg, 0.3 mmol), 2,5-dimethylphenylboronic acid (105 g, 1 mmol), tetrakis(triphenylphosphine)palladium(0) (50 mg), toluene (4 mL) and potassium carbonate (2M, 2 mL) were combined in a pressure tube and heated at 80° C. (oil bath temperature) for 16 hours. After cooling to room temperature, the upper layer is loaded onto a preparative thin layer chromatography plate and the desired product is obtained after elution with 20% ethyl acetate in hexanes. MS: 377. H-1 NMR (400...